From a dataset of the Open Reaction Database (ORD), a public repository of structured organic reaction records. describe an organic reaction: reactants, conditions, products, and yield Reactants: COC(=O)COc1ccc(CC(N)C(=O)NCc2ccc(OC)cc2)cc1C(=O)OC, ClCCl, O=S(=O)(Cl)c1ccccc1, c1ccncc1. The product is COC(=O)COc1ccc(CC(NS(=O)(=O)c2ccccc2)C(=O)NCc2ccc(OC)cc2)cc1C(=O)OC. As a reaction SMILES: [CH3:1][O:2][C:3]([c:4]1[c:5]([O:25][CH2:26][C:27](=[O:28])[O:29][CH3:30])[cH:6][cH:7][c:8]([CH2:10][CH:11]([C:12]([NH:13][CH2:14][c:15]2[cH:16][cH:17][c:18]([O:21][CH3:22])[cH:19][cH:20]2)=[O:23])[NH2:24])[cH:9]1)=[O:31].[Cl:48][CH2:49][Cl:50].[c:32]1([S:38](=[O:39])(=[O:40])[Cl:41])[cH:33][cH:34][cH:35][cH:36][cH:37]1.[cH:42]1[cH:43][cH:44][n:45][cH:46][cH:47]1>>[CH3:1][O:2][C:3]([c:4]1[c:5]([O:25][CH2:26][C:27](=[O:28])[O:29][CH3:30])[cH:6][cH:7][c:8]([CH2:10][CH:11]([C:12]([NH:13][CH2:14][c:15]2[cH:16][cH:17][c:18]([O:21][CH3:22])[cH:19][cH:20]2)=[O:23])[NH:24][S:38]([c:32]2[cH:33][cH:34][cH:35][cH:36][cH:37]2)(=[O:39])=[O:40])[cH:9]1)=[O:31]. The reactants are CC(C)(C)OC(=O)N1CC(C#N)C1, C[Si](C)(C)[N-][Si](C)(C)C, Cc1ccccc1, Fc1cccnc1Cl, [K+], N#N. Product: CC(C)(C)OC(=O)N1CC(C#N)(c2ncccc2F)C1. Reaction SMILES: [C:1](#[N:2])[CH:3]1[CH2:4][N:5]([C:7](=[O:8])[O:9][C:10]([CH3:11])([CH3:12])[CH3:13])[CH2:6]1.[CH3:24][Si:25]([N-:26][Si:27]([CH3:28])([CH3:29])[CH3:30])([CH3:31])[CH3:32].[CH3:34][c:35]1[cH:36][cH:37][cH:38][cH:39][cH:40]1.[Cl:14][c:15]1[n:16][cH:17][cH:18][cH:19][c:20]1[F:21].[K+:33].[N:22]#[N:23]>>[C:1](#[N:2])[C:3]1([c:15]2[n:16][cH:17][cH:18][cH:19][c:20]2[F:21])[CH2:4][N:5]([C:7](=[O:8])[O:9][C:10]([CH3:11])([CH3:12])[CH3:13])[CH2:6]1. Reactants: FC=1C=C(C=O)C=C(C1O)OC (3-fluoro-4-hydroxy-5-methoxybenzaldehyde), C1(=CC=CC=C1)C(CC1=CC=CC=C1)=O (1,2-diphenylethanone), NC(=O)N (urea), Cl (HCl). Solvent: C(C)O (ethanol). Run at temperature 80 celsius. Yields the product FC=1C=C(C=C(C1O)OC)C1NC(NC(=C1C1=CC=CC=C1)C1=CC=CC=C1)=O (4-(3-fluoro-4-hydroxy-5-methoxyphenyl)-5,6-diphenyl-3,4-dihydropyrimidin-2(1H)-one). Isolated yield 28.0%. As a reaction SMILES: [F:1][C:2]1[CH:3]=[C:4]([CH:7]=[C:8]([O:11][CH3:12])[C:9]=1[OH:10])[CH:5]=O.[C:13]1([C:19](=O)[CH2:20][C:21]2[CH:26]=[CH:25][CH:24]=[CH:23][CH:22]=2)[CH:18]=[CH:17][CH:16]=[CH:15][CH:14]=1.[NH2:28][C:29]([NH2:31])=[O:30].Cl>C(O)C>[F:1][C:2]1[CH:3]=[C:4]([CH:5]2[C:20]([C:21]3[CH:26]=[CH:25][CH:24]=[CH:23][CH:22]=3)=[C:19]([C:13]3[CH:18]=[CH:17][CH:16]=[CH:15][CH:14]=3)[NH:31][C:29](=[O:30])[NH:28]2)[CH:7]=[C:8]([O:11][CH3:12])[C:9]=1[OH:10]. Reported procedure: A mixture of 3-fluoro-4-hydroxy-5-methoxybenzaldehyde (50 mg, 0.294 mmol), 1,2-diphenylethanone (57.7 mg, 0.294 mmol), urea (52.9 mg, 0.882 mmol), and concentrated HCl solution (0.5 mL) in ethanol (2 mL) was refluxed at 80° C. for 52 h. The reaction mixture was evaporated under reduced pressure, and the residue was purified by preparative HPLC to give Compound 68 (32.1 mg, yield 28%). 1HNMR (DMSO-d6 400 MHZ): δ 9.25 (s, 1H), 8.70 (s, 1H), 7.49 (s, 1H), 7.32-7.26 (m, 5H), 7.11-7.05 (m, 3H), 6.88 ... Starting materials: COC(=O)N1CC(=C(C1)N1CCCC1)C(CC(=O)OCC)=O (N-methoxycarbonyl-3-carboethoxyacetyl-4-pyrrolidino-2,5-dihydropyrrole), COC(N(C)C)OC (N,N-dimethylformamide dimethylacetal), NC(=O)N (urea). Run in O1CCOCC1 (dioxane). Yields the product COC(=O)N1CC(=C(C1)N1CCCC1)C(C(=CN(C)C)C(=O)OCC)=O (N-methoxycarbonyl-3-(2-ethoxycarbonyl-3-dimethylaminoacryloyl)-4-pyrrolidino-2,5-dihydropyrrole). Reaction SMILES: [CH3:1][O:2][C:3]([N:5]1[CH2:9][C:8]([N:10]2[CH2:14][CH2:13][CH2:12][CH2:11]2)=[C:7]([C:15](=[O:22])[CH2:16][C:17]([O:19][CH2:20][CH3:21])=[O:18])[CH2:6]1)=[O:4].CO[CH:25](OC)[N:26]([CH3:28])[CH3:27].NC(N)=O>O1CCOCC1>[CH3:1][O:2][C:3]([N:5]1[CH2:9][C:8]([N:10]2[CH2:14][CH2:13][CH2:12][CH2:11]2)=[C:7]([C:15](=[O:22])[C:16]([C:17]([O:19][CH2:20][CH3:21])=[O:18])=[CH:25][N:26]([CH3:28])[CH3:27])[CH2:6]1)=[O:4]. Procedure details: A solution of 12.41 g of N-methoxycarbonyl-3-carboethoxyacetyl-4-pyrrolidino-2,5-dihydropyrrole, 9.64 ml of N,N-dimethylformamide dimethylacetal and 10 mg of urea in 50 ml of dioxane is stirred under nitrogen for 16 hours. Evaporation of the solvent yields N-methoxycarbonyl-3-(2-ethoxycarbonyl-3-dimethylaminoacryloyl)-4-pyrrolidino-2,5-dihydropyrrole as an oil. Reactants: CC=1OC2=C(N1)C(C1=C(C=C2)C=CC=C1)=O (2-Methyl-4H-benzo[5,6]cyclohepta[1,2-d]oxazol-4-one), COC1=CC=C(CN)C=C1 (4-methoxybenzylamine). Conditions: temperature 100 celsius. Yields the product CC=1N(C2=C(N1)C(C1=C(C=C2)C=CC=C1)=O)CC1=CC=C(C=C1)OC (2-Methyl-1-(4-methoxyphenylmethyl)-4H-benzo[5,6]cyclohepta[1,2-d]imidazol-4-one). RXN SMILES: [CH3:1][C:2]1O[C:4]2[CH:11]=[CH:10][C:9]3[CH:12]=[CH:13][CH:14]=[CH:15][C:8]=3[C:7](=[O:16])[C:5]=2[N:6]=1.[CH3:17][O:18][C:19]1[CH:26]=[CH:25][C:22]([CH2:23][NH2:24])=[CH:21][CH:20]=1>>[CH3:1][C:2]1[N:24]([CH2:23][C:22]2[CH:25]=[CH:26][C:19]([O:18][CH3:17])=[CH:20][CH:21]=2)[C:4]2[CH:11]=[CH:10][C:9]3[CH:12]=[CH:13][CH:14]=[CH:15][C:8]=3[C:7](=[O:16])[C:5]=2[N:6]=1. Procedure: A stirred mixture of the product from step (i) (5.07 g) and 4-methoxybenzylamine (12 ml) was heated at 100° C. for 24 h. The excess 4-methoxybenzylamine was distilled off under reduced pressure. The remaining residue was purified by recrystallisation from ethyl acetate to give the subtitle product as a pale yellow powder. The reactants are crystals, C(C)(=O)OC(C)=O (acetic anhydride), resultant mixture, CC=1NC(=C(C(C1C(=O)OCCOCC)C1=CC(=CC=C1)[N+](=O)[O-])C(=O)OCC)C=O (2-ethoxyethyl 2-methyl-4-(3-nitrophenyl)-5-ethoxycarbonyl-6-formyl-1,4-dihydropyridine-3-carboxylate), Cl.NO (hydroxylamine hydrochloride), C(C)(=O)[O-].[Na+] (sodium acetate). Run in C(C)(=O)O (acetic acid). Conditions: time 30 minute. The product is CC=1NC(=C(C(C1C(=O)OCCOCC)C1=CC(=CC=C1)[N+](=O)[O-])C(=O)OCC)C#N (2-ethoxyethyl 2-methyl-4-(3-nitrophenyl)-5-ethoxycarbonyl-6-cyano-1,4-dihydropyridine-3-carboxylate). The yield is 50.3%. RXN SMILES: [CH3:1][C:2]1[NH:3][C:4]([CH:30]=O)=[C:5]([C:25]([O:27][CH2:28][CH3:29])=[O:26])[CH:6]([C:16]2[CH:21]=[CH:20][CH:19]=[C:18]([N+:22]([O-:24])=[O:23])[CH:17]=2)[C:7]=1[C:8]([O:10][CH2:11][CH2:12][O:13][CH2:14][CH3:15])=[O:9].Cl.[NH2:33]O.C([O-])(=O)C.[Na+].C(OC(=O)C)(=O)C>C(O)(=O)C>[CH3:1][C:2]1[NH:3][C:4]([C:30]#[N:33])=[C:5]([C:25]([O:27][CH2:28][CH3:29])=[O:26])[CH:6]([C:16]2[CH:21]=[CH:20][CH:19]=[C:18]([N+:22]([O-:24])=[O:23])[CH:17]=2)[C:7]=1[C:8]([O:10][CH2:11][CH2:12][O:13][CH2:14][CH3:15])=[O:9] |f:1.2,3.4|. Reported procedure: A mixture of 2-ethoxyethyl 2-methyl-4-(3-nitrophenyl)-5-ethoxycarbonyl-6-formyl-1,4-dihydropyridine-3-carboxylate (3.00 g), hydroxylamine hydrochloride (0.5547 g), sodium acetate (1.1382 g) in acetic acid (10 ml) was stirred for 30 minutes at room temperature. To this mixture was added acetic anhydride (1.4 ml) and the resultant mixture was stirred for an hour at room temperature and refluxed for an hour. The acetic acid was distilled off under reduced pressure, and to the residue was added wate... The reactants are C(C)(=O)OCC1=NC=C(C(=C1)OCC1=CC=CC=C1)SC(C)(C)C ((5-[(1,1-dimethylethyl)thio]-4-[(phenylmethyl)oxy]-2-pyridinyl}methyl acetate). Reagents/catalysts: [Pd] (palladium). Solvent: O1CCOCC1.O (1,4-dioxane water). The product is C(C)(=O)OCC=1NC=C(C(C1)=O)SC(C)(C)C ({5-[(1,1-Dimethylethyl)thio]-4-oxo-1,4-dihydro-2-pyridinyl}methyl acetate). Isolated yield 100.6%. As a reaction SMILES: [C:1]([O:4][CH2:5][C:6]1[CH:11]=[C:10]([O:12]CC2C=CC=CC=2)[C:9]([S:20][C:21]([CH3:24])([CH3:23])[CH3:22])=[CH:8][N:7]=1)(=[O:3])[CH3:2]>O1CCOCC1.O.[Pd]>[C:1]([O:4][CH2:5][C:6]1[NH:7][CH:8]=[C:9]([S:20][C:21]([CH3:24])([CH3:23])[CH3:22])[C:10](=[O:12])[CH:11]=1)(=[O:3])[CH3:2] |f:1.2|. Procedure details: A solution of (5-[(1,1-dimethylethyl)thio]-4-[(phenylmethyl)oxy]-2-pyridinyl}methyl acetate (6 g) in 1,4-dioxane/water (100 ml/50 ml) was hydrogenated at atmospheric pressure with 10% palladium on charcol (7 g) overnight. Filtration and evaporation afforded a white solid (4.46 g, 95%). Reactants: ClC1=CC=NC2=CC(=CC=C12)Cl (4,7-dichloroquinoline), FC1=CC=C(N)C=C1 (4-fluoroaniline). Solvent: C(C)(=O)OCC (ethyl acetate). Reaction conditions: temperature 160 celsius. Product: ClC1=CC=C2C(=CC=NC2=C1)NC1=CC=C(C=C1)F (7-chloro-N-(4-fluorophenyl)-4-quinolinamine). Isolated yield 46.1%. As a reaction SMILES: Cl[C:2]1[C:11]2[C:6](=[CH:7][C:8]([Cl:12])=[CH:9][CH:10]=2)[N:5]=[CH:4][CH:3]=1.[F:13][C:14]1[CH:20]=[CH:19][C:17]([NH2:18])=[CH:16][CH:15]=1>C(OCC)(=O)C>[Cl:12][C:8]1[CH:7]=[C:6]2[C:11]([C:2]([NH:18][C:17]3[CH:19]=[CH:20][C:14]([F:13])=[CH:15][CH:16]=3)=[CH:3][CH:4]=[N:5]2)=[CH:10][CH:9]=1. Procedure details: To 2.0 g of 4,7-dichloroquinoline was added 2.24 g of 4-fluoroaniline, and the mixture was heated with stirring to 160° C. After a few minutes at this temperature, the mixture smoked and the melt solidified. The solid was allowed to cool and was then dissolved in ethyl acetate and washed to remove the aniline. The organic layer was dried over MgSO<and then solvent was removed using reduced pressure. The residue was recrystallized in heptane to yield 1.27 g of 7-chloro-N-(4-fluorophenyl)-4-quinol... The reactants are O-benzotriazol-1-yl-N,N,N,N′-tetramethyluronium hexafluorophosphate, Cl.ClC1=NC=C(C2=C1C=C(N2C)C)C(=O)O (4-chloro-1,2-dimethyl-1H-pyrrolo[3,2-c]pyridine-7-carboxylic acid hydrochloride), C(C)(C)N(C(C)C)CC (N,N-diisopropylethylamine), N1CCOCC1 (morpholine). Solvent: CN(C=O)C (dimethylformamide), C(C)(=O)OCC (ethyl acetate). Conditions: time 1 hour. Yields the product ClC1=NC=C(C2=C1C=C(N2C)C)C(=O)N2CCOCC2 (4-Chloro-1,2-dimethyl-7-(4-morpholinylcarbonyl)-1H-pyrrolo[3,2-c]pyridine). RXN SMILES: Cl.[Cl:2][C:3]1[C:8]2[CH:9]=[C:10]([CH3:13])[N:11]([CH3:12])[C:7]=2[C:6]([C:14]([OH:16])=O)=[CH:5][N:4]=1.C(N(CC)C(C)C)(C)C.[NH:26]1[CH2:31][CH2:30][O:29][CH2:28][CH2:27]1>CN(C)C=O.C(OCC)(=O)C>[Cl:2][C:3]1[C:8]2[CH:9]=[C:10]([CH3:13])[N:11]([CH3:12])[C:7]=2[C:6]([C:14]([N:26]2[CH2:31][CH2:30][O:29][CH2:28][CH2:27]2)=[O:16])=[CH:5][N:4]=1 |f:0.1|. Reported procedure: To a mixture of 4-chloro-1,2-dimethyl-1H-pyrrolo[3,2-c]pyridine-7-carboxylic acid hydrochloride (60 mg), N,N-diisopropylethylamine (0.2 ml) and morpholine (0.04 ml) in dry dimethylformamide (2 ml) was added O-benzotriazol-1-yl-N,N,N,N′-tetramethyluronium hexafluorophosphate (131 mg). The reaction mixture was stirred at room temperature for one hour. The reaction mixture was diluted with ethyl acetate, washed twice with saturated sodium bicarbonate and water, dried (MgSO4), filtered and evaporate... Starting materials: COc1cc(F)c(F)cc1-c1ccc(OCc2cccc(Br)c2)cc1, O=C([O-])[O-], [Cs+], [Cs+], [Cu]I, [I-], O=C(O)C1CCCN1, [Na+]. The product is COc1cc(F)c(F)cc1-c1ccc(OCc2cccc(N3CCCC3C(=O)O)c2)cc1. Reaction SMILES: [Br:17][c:18]1[cH:19][c:20]([CH2:21][O:22][c:23]2[cH:24][cH:25][c:26](-[c:29]3[c:30]([O:37][CH3:38])[cH:31][c:32]([F:36])[c:33]([F:35])[cH:34]3)[cH:27][cH:28]2)[cH:39][cH:40][cH:41]1.[C:3](=[O:4])([O-:5])[O-:6].[Cs+:7].[Cs+:8].[Cu:42][I:43].[I-:2].[NH:9]1[CH:10]([C:14](=[O:15])[OH:16])[CH2:11][CH2:12][CH2:13]1.[Na+:1]>>[N:9]1([c:18]2[cH:19][c:20]([CH2:21][O:22][c:23]3[cH:24][cH:25][c:26](-[c:29]4[c:30]([O:37][CH3:38])[cH:31][c:32]([F:36])[c:33]([F:35])[cH:34]4)[cH:27][cH:28]3)[cH:39][cH:40][cH:41]2)[CH:10]([C:14](=[O:15])[OH:16])[CH2:11][CH2:12][CH2:13]1.